From a dataset of the Open Reaction Database (ORD), a public repository of structured organic reaction records. describe an organic reaction: reactants, conditions, products, and yield Starting materials: ClC=1C(=NC=C(C1)Cl)C([C@H](C)NC(OC(C)(C)C)=O)=NO (tert-butyl (S)—N-[2-(3,5-dichloropyridin-2-yl)-2-hydroxyimino-1-methylethyl]carbamate), C([O-])([O-])=O.[K+].[K+] (potassium carbonate), IC(C)C (2-iodopropane), O (water). The solvent is CN(C=O)C (N,N-dimethylformamide). Run at time 18 hour. Product: ClC=1C(=NC=C(C1)Cl)C([C@H](C)NC(OC(C)(C)C)=O)=NOC(C)C (tert-butyl (S)—N-[2-(3,5-dichloropyridin-2-yl)-2-(isopropoxyimino)-1-methylethyl]carbamate). Yield: 55.7%. RXN SMILES: [Cl:1][C:2]1[C:3]([C:9](=[N:20][OH:21])[C@@H:10]([NH:12][C:13](=[O:19])[O:14][C:15]([CH3:18])([CH3:17])[CH3:16])[CH3:11])=[N:4][CH:5]=[C:6]([Cl:8])[CH:7]=1.C(=O)([O-])[O-].[K+].[K+].I[CH:29]([CH3:31])[CH3:30].O>CN(C)C=O>[Cl:1][C:2]1[C:3]([C:9](=[N:20][O:21][CH:29]([CH3:31])[CH3:30])[C@@H:10]([NH:12][C:13](=[O:19])[O:14][C:15]([CH3:16])([CH3:17])[CH3:18])[CH3:11])=[N:4][CH:5]=[C:6]([Cl:8])[CH:7]=1 |f:1.2.3|. Reported procedure: To 655 mg of tert-butyl (S)—N-[2-(3,5-dichloropyridin-2-yl)-2-hydroxyimino-1-methylethyl]carbamate in 1.6 ml of N,N-dimethylformamide, 445 mg of potassium carbonate and 789 mg of 2-iodopropane were added, and the mixture was stirred at room temperature for 18 hours. After completion of the reaction, the reaction mixture was mixed with 5 ml of water and extracted with ethyl acetate (10 ml×2), the resulting organic layers were combined, washed with water (10 ml×2) and dried over saturated aqueous ... Starting materials: C(CC(O)(C(=O)O)CC(=O)O)(=O)O (citric acid), NC1=CC(=NC=C1C)NC(C1=CC(=C(C=C1)CN1CCN(CC1)C)C(F)(F)F)=O (N-(4-amino-5-methylpyridin-2-yl)-4-[(4-methylpiperazin-1-yl)methyl]-3-(trifluoromethyl)benzamide), S(=O)(=O)(C)C1=NC=CC(=N1)C=1C=NC=CC1 (2-mesyl-4-(3-pyridyl)pyrimidine), [H-].[Na+] (sodium hydride). Solvent: C(Cl)(Cl)Cl.CO (chloroform methanol), CN(C)C=O (DMF). Conditions: temperature 0 celsius, time 2 hour. Yields the product CN1CCN(CC1)CC1=C(C=C(C(=O)NC2=NC=C(C(=C2)NC2=NC=CC(=N2)C=2C=NC=CC2)C)C=C1)C(F)(F)F (4-[(4-methylpiperazin-1-yl)methyl]-N-{5-methyl-4-[(4-(pyrid-3-yl)pyrimid-2-yl)amino]pyrid-2-yl}-3-(trifluoromethyl)benzamide). RXN SMILES: [NH2:1][C:2]1[C:7]([CH3:8])=[CH:6][N:5]=[C:4]([NH:9][C:10](=[O:29])[C:11]2[CH:16]=[CH:15][C:14]([CH2:17][N:18]3[CH2:23][CH2:22][N:21]([CH3:24])[CH2:20][CH2:19]3)=[C:13]([C:25]([F:28])([F:27])[F:26])[CH:12]=2)[CH:3]=1.S([C:34]1[N:39]=[C:38]([C:40]2[CH:41]=[N:42][CH:43]=[CH:44][CH:45]=2)[CH:37]=[CH:36][N:35]=1)(C)(=O)=O.[H-].[Na+].C(O)(=O)CC(CC(O)=O)(C(O)=O)O>C(Cl)(Cl)Cl.CO.CN(C=O)C>[CH3:24][N:21]1[CH2:20][CH2:19][N:18]([CH2:17][C:14]2[CH:15]=[CH:16][C:11]([C:10]([NH:9][C:4]3[CH:3]=[C:2]([NH:1][C:34]4[N:39]=[C:38]([C:40]5[CH:41]=[N:42][CH:43]=[CH:44][CH:45]=5)[CH:37]=[CH:36][N:35]=4)[C:7]([CH3:8])=[CH:6][N:5]=3)=[O:29])=[CH:12][C:13]=2[C:25]([F:28])([F:27])[F:26])[CH2:23][CH2:22]1 |f:2.3,5.6|. Reported procedure: To a flask was added N-(4-amino-5-methylpyridin-2-yl)-4-[(4-methylpiperazin-1-yl)methyl]-3-(trifluoromethyl)benzamide (7.1 g), 2-mesyl-4-(3-pyridyl)pyrimidine (5.0 g) and DMF (50 mL). After the solution was cooled to about 0° C., sodium hydride (60%, 1.5 g) was added in several portions and the reaction was stirred at the same temperature for 2 hours, then warmed up to room temperature for 1 hour. A mixture solvent of chloroform/methanol (30:1, 100 mL) was added and the PH value was adjusted to ... Starting materials: [H-].[Na+] (sodium hydride), resultant mixture, C1(CC1)N1C=C(C(C2=C(C(=C(C(=C12)F)F)F)N)=O)C(=O)OCC (ethyl 1-cyclopropyl-5-amino-6,7,8-trifluoro-1,4-dihydro-4-oxoquinoline-3-carboxylate), C(C)(C)(C)OC(=O)N1CC(CC1)O (1-t-butoxycarbonyl-3-hydroxypyrrolidine), C1CCC2=NCCCN2CC1 (DBU). Run in C(Cl)(Cl)Cl (chloroform), CS(=O)C (DMSO). Yields the product C(C)(C)(C)OC(=O)N1CC(CC1)OC1=C(C(=C2C(C(=CN(C2=C1F)C1CC1)C(=O)O)=O)N)F (7-(1-t-butoxycarbonyl-3-pyrrolidinyloxy)-1-cyclopropyl-5-amino-6,8-difluoro-1,4-dihydro-4-oxoquinoline-3-carboxylic acid). Isolated yield 30.4%. Reaction SMILES: [CH:1]1([N:4]2[C:13]3[C:8](=[C:9]([NH2:17])[C:10]([F:16])=[C:11](F)[C:12]=3[F:14])[C:7](=[O:18])[C:6]([C:19]([O:21]CC)=[O:20])=[CH:5]2)[CH2:3][CH2:2]1.[C:24]([O:28][C:29]([N:31]1[CH2:35][CH2:34][CH:33]([OH:36])[CH2:32]1)=[O:30])([CH3:27])([CH3:26])[CH3:25].C1CCN2C(=NCCC2)CC1.[H-].[Na+]>C(Cl)(Cl)Cl.CS(C)=O>[C:24]([O:28][C:29]([N:31]1[CH2:35][CH2:34][CH:33]([O:36][C:11]2[C:12]([F:14])=[C:13]3[C:8]([C:7](=[O:18])[C:6]([C:19]([OH:21])=[O:20])=[CH:5][N:4]3[CH:1]3[CH2:3][CH2:2]3)=[C:9]([NH2:17])[C:10]=2[F:16])[CH2:32]1)=[O:30])([CH3:27])([CH3:25])[CH3:26] |f:3.4|. Reported procedure: To a mixture of 277 mg of ethyl 1-cyclopropyl-5-amino-6,7,8-trifluoro-1,4-dihydro-4-oxoquinoline-3-carboxylate, 318 mg of 1-t-butoxycarbonyl-3-hydroxypyrrolidine, 194 mg of DBU and 3 ml of DMSO was added 74 mg of 55% sodium hydride while the former was stirred at room temperature. After the resultant mixture was stirred for 1 hour at room temperature, the reaction mixture was diluted with chloroform and then successively washed with 10% citric acid and saturated saline. The organic layer was dri... Reactants: FC(CN1CCC2=C(CC1)C=C(C(=C2)OC)N)F (3-(2,2-Difluoro-ethyl)-8-methoxy-2,3,4,5-tetrahydro-1H-benzo[d]azepin-7-ylamine), ClC1=NC=C(C(=N1)NC1=C(C=CC=C1)N1N=CC=C1)Cl ((2,5-Dichloro-pyrimidin-4-yl)-(2-pyrazol-1-yl-phenyl)-amine). The product is ClC=1C(=NC(=NC1)NC1=CC2=C(CCN(CC2)CC(F)F)C=C1OC)NC1=C(C=CC=C1)N1N=CC=C1 (5-Chloro-N*2*-[3-(2,2-difluoro-ethyl)-8-methoxy-2,3,4,5-tetrahydro-1H-benzo[d]azepin-7-yl]-N*4*-(2-pyrazol-1-yl-phenyl)-pyrimidine-2,4-diamine), solid. The yield is 42.0%. RXN SMILES: [F:1][CH:2]([F:18])[CH2:3][N:4]1[CH2:10][CH2:9][C:8]2[CH:11]=[C:12]([NH2:17])[C:13]([O:15][CH3:16])=[CH:14][C:7]=2[CH2:6][CH2:5]1.Cl[C:20]1[N:25]=[C:24]([NH:26][C:27]2[CH:32]=[CH:31][CH:30]=[CH:29][C:28]=2[N:33]2[CH:37]=[CH:36][CH:35]=[N:34]2)[C:23]([Cl:38])=[CH:22][N:21]=1>>[Cl:38][C:23]1[C:24]([NH:26][C:27]2[CH:32]=[CH:31][CH:30]=[CH:29][C:28]=2[N:33]2[CH:37]=[CH:36][CH:35]=[N:34]2)=[N:25][C:20]([NH:17][C:12]2[C:13]([O:15][CH3:16])=[CH:14][C:7]3[CH2:6][CH2:5][N:4]([CH2:3][CH:2]([F:1])[F:18])[CH2:10][CH2:9][C:8]=3[CH:11]=2)=[N:21][CH:22]=1. Procedure details: The title compound was prepared from 3-(2,2-Difluoro-ethyl)-8-methoxy-2,3,4,5-tetrahydro-1H-benzo[d]azepin-7-ylamine and (2,5-Dichloro-pyrimidin-4-yl)-(2-pyrazol-1-yl-phenyl)-amine in an analogous to Example 61e. Product isolated as an off-white solid (0.043 g, 42%). MP: 53-65° C. 1H NMR (400 MHz, CDCl3, δ, ppm): 10.16 (s, 1H), 8.51 (d, 1H, J=8.3 Hz), 8.06 (s, 1H), 8.04 (s, 1H), 7.84 (s, 1H), 7.81 (s, 1H), 7.47 (s, 1H), 7.40-7.31 (m, 2H), 7.18 (t, 1H, J=7.6 Hz), 6.63 (s, 1H), 6.51 (s, 1H), 5.91 ... The reactants are C1=CN(C=N1)C(=O)N2C=CN=C2 (CDI), C(O)CN (ethanolamine), NC=1SC2=C(N1)C=C(C=C2C2=NC=CC=C2)OS(=O)(=O)C(F)(F)F ([2-amino-7-(2-pyridyl)-1,3-benzothiazol-5-yl]trifluoromethanesulfonate). Run in CN(C)C=O (DMF), CCOC(=O)C (EtOAc), CN(C)C=O (DMF), CN(C)C=O (DMF). The product is OCCNC(=O)NC=1SC2=C(N1)C=C(C=C2C2=NC=CC=C2)OS(=O)(=O)C(F)(F)F ([2-(2-hydroxyethylcarbamoylamino)-7-(2-pyridyl)-1,3-benzothiazol-5-yl]trifluoromethanesulfonate). The yield is 46.4%. Reaction SMILES: [NH2:1][C:2]1[S:3][C:4]2[C:10]([C:11]3[CH:16]=[CH:15][CH:14]=[CH:13][N:12]=3)=[CH:9][C:8]([O:17][S:18]([C:21]([F:24])([F:23])[F:22])(=[O:20])=[O:19])=[CH:7][C:5]=2[N:6]=1.[CH:25]1N=C[N:27]([C:30](N2C=NC=C2)=[O:31])[CH:26]=1.C(CN)[OH:38]>CN(C=O)C.CCOC(C)=O>[OH:38][CH2:25][CH2:26][NH:27][C:30]([NH:1][C:2]1[S:3][C:4]2[C:10]([C:11]3[CH:16]=[CH:15][CH:14]=[CH:13][N:12]=3)=[CH:9][C:8]([O:17][S:18]([C:21]([F:23])([F:22])[F:24])(=[O:20])=[O:19])=[CH:7][C:5]=2[N:6]=1)=[O:31]. Reported procedure: Compound i (445 mg, 1.18 mmol) was dissolved in DMF (7 mL) and solution of CDI (577 mg, 3.56 mmol) in DMF (3 mL) was added drop-wise at 0° C. with stirring under argon. The mixture was warmed to RT and stirred for 16 h. A solution of ethanolamine (710 μL, 11.85 mmol) in DMF (2 mL) was then added and the mixture stirred at RT for 4 h. The mixture was diluted with EtOAc, washed with H2O, brine. The organic fraction was dried (Na2SO4) and concentrated in vacuo. The residue was washed with MeOH and ... Starting materials: NaNH2, [I-] (iodide), C1CCOC1 (THF), C1(CCCCC1)C(=O)C1=CC=CC=C1 (cyclohexylphenyl ketone). Reaction conditions: temperature 0 celsius, time 15 hour. Product: C1(CCCCC1)C(=C)C1=CC=CC=C1 (α-cyclohexylstyrene). As a reaction SMILES: [I-].[CH:2]1([C:8]([C:10]2[CH:15]=[CH:14][CH:13]=[CH:12][CH:11]=2)=O)[CH2:7][CH2:6][CH2:5][CH2:4][CH2:3]1.[CH2:16]1COCC1>>[CH:2]1([C:8]([C:10]2[CH:15]=[CH:14][CH:13]=[CH:12][CH:11]=2)=[CH2:16])[CH2:7][CH2:6][CH2:5][CH2:4][CH2:3]1. Procedure details: To a suspension of methylbiphenylphosphonium iodide in dry THF cooled at 0° C. was added NaNH2. After stirring for 15 h at ambient temperature, cyclohexylphenyl ketone Was added. The reaction mixture was stirred for 8 h at ambient temperature and then quenched with aqueous ammonium chloride and extracted with ethyl acetate. The combined organic phases were washed (brine), dried (Na2SO4) and concentrated. Silica gel column chromatography of the crude product using petroleum ether:EtOAc (49:1) as ... The reactants are C(CCCCCCC)N (octylamine), C(C)(=O)O.NCC1=CC2=C(OC(OC2=O)(C)C)C=C1 (6-(aminomethyl)-2,2-dimethyl-4H-1,3-benzodioxin-4-one acetate), ClCC1=CC=C(C(=O)Cl)C=C1 (4-(chloromethyl)benzoyl chloride), O(C1=CC=CC=C1)CC(=O)Cl (phenoxyacetyl chloride). The product is OC1=C(C(=O)O)C=C(C=C1)CN(C(COC1=CC=CC=C1)=O)CC1=CC=C(C=C1)C(=O)NCCCCCCCC (2-hydroxy-5-{[{4-[(octylamino)carbonyl]benzyl}(phenoxyacetyl)amino]-methyl}benzoic acid). Reaction SMILES: [CH2:1]([NH2:9])[CH2:2][CH2:3][CH2:4][CH2:5][CH2:6][CH2:7][CH3:8].Cl[CH2:11][C:12]1[CH:20]=[CH:19][C:15]([C:16](Cl)=[O:17])=[CH:14][CH:13]=1.[O:21]([CH2:28][C:29](Cl)=[O:30])[C:22]1[CH:27]=[CH:26][CH:25]=[CH:24][CH:23]=1.C(O)(=O)C.[NH2:36][CH2:37][C:38]1[CH:50]=[CH:49][C:41]2[O:42]C(C)(C)[O:44][C:45](=[O:46])[C:40]=2[CH:39]=1>>[OH:42][C:41]1[CH:49]=[CH:50][C:38]([CH2:37][N:36]([CH2:11][C:12]2[CH:20]=[CH:19][C:15]([C:16]([NH:9][CH2:1][CH2:2][CH2:3][CH2:4][CH2:5][CH2:6][CH2:7][CH3:8])=[O:17])=[CH:14][CH:13]=2)[C:29](=[O:30])[CH2:28][O:21][C:22]2[CH:27]=[CH:26][CH:25]=[CH:24][CH:23]=2)=[CH:39][C:40]=1[C:45]([OH:46])=[O:44] |f:3.4|. Procedure details: The title compound was prepared following the procedure A using octylamine, 4-(chloromethyl)benzoyl chloride, phenoxyacetyl chloride and 6-(aminomethyl)-2,2-dimethyl-4H-1,3-benzodioxin-4-one acetate. M+(ESI): 547.5 Starting materials: N(=NC(=O)OCC)C(=O)OCC (diethyl azodicarboxylate), OCC1=NN=C(C2=C(C1)C=C1C(=C2)OCO1)C1=CC=C(C=C1)[N+](=O)[O-] (8-hydroxymethyl-5-(4-nitrophenyl)-9H-1,3-dioxolo[4,5-h][2,3]-benzodiazepine), OCC1=NN=C(C2=C(C1)C=C1C(=C2)OCO1)C1=CC=C(C=C1)[N+](=O)[O-] (8-hydroxymethyl-5-(4-nitrophenyl)-9H-1,3-dioxolo[4,5-h][2,3]-benzodiazepine), C1(=CC=CC=C1)P(C1=CC=CC=C1)C1=CC=CC=C1 (triphenylphosphine), C1(C=2C(C(N1)=O)=CC=CC2)=O (phthalimide). Solvent: C1CCOC1 (THF), C1CCOC1 (THF). Reaction conditions: time 24 hour. The product is [N+](=O)([O-])C1=CC=C(C=C1)C1=NN=C(CC2=C1C=C1C(=C2)OCO1)CN1C(C=2C(C1=O)=CC=CC2)=O (5-(4-Nitrophenyl)-8-(phthalimidomethyl)-9H-1,3-dioxolo[4,5-h][2,3]-benzodiazepine). Reaction SMILES: N(C(OCC)=O)=NC(OCC)=O.O[CH2:14][C:15]1[CH2:21][C:20]2[CH:22]=[C:23]3[O:28][CH2:27][O:26][C:24]3=[CH:25][C:19]=2[C:18]([C:29]2[CH:34]=[CH:33][C:32]([N+:35]([O-:37])=[O:36])=[CH:31][CH:30]=2)=[N:17][N:16]=1.C1(P(C2C=CC=CC=2)C2C=CC=CC=2)C=CC=CC=1.[C:57]1(=[O:67])[NH:61][C:60](=[O:62])[C:59]2=[CH:63][CH:64]=[CH:65][CH:66]=[C:58]12>C1COCC1>[N+:35]([C:32]1[CH:33]=[CH:34][C:29]([C:18]2[C:19]3[CH:25]=[C:24]4[O:26][CH2:27][O:28][C:23]4=[CH:22][C:20]=3[CH2:21][C:15]([CH2:14][N:61]3[C:60](=[O:62])[C:59]4=[CH:63][CH:64]=[CH:65][CH:66]=[C:58]4[C:57]3=[O:67])=[N:16][N:17]=2)=[CH:30][CH:31]=1)([O-:37])=[O:36]. Procedure details: A solution of 1.25 ml (8.05 mmol) of diethyl azodicarboxylate in 7 ml of THF is added in drops to a stirred solution of 2.60 g (7.66 mmol) of 8-hydroxymethyl-5-(4-nitrophenyl)-9H-1,3-dioxolo[4,5-h][2,3]-benzodiazepine (starting compound III.), 2.11 g (8.05 mmol) of triphenylphosphine and 1.18 g (8.05 mmol) of phthalimide in 130 ml of dry THF at room temperature. The mixture is stirred for 24 hours at this temperature. Then, the precipitated product is suctioned off and washed with ethanol. 2.87 ... Reactants: N(=O)[O-].[Na+] (NaNO2), ClC1=CC=C(C(=N1)NCC=1SC2=C(C=NC=C2)N1)N (6-chloro-N2-(thiazolo[4,5-c]pyridin-2-ylmethyl)pyridine-2,3-diamine), [OH-].[Na+] (NaOH). Run in O (H2O), CC(=O)O (AcOH), O (H2O). Run at temperature 0 celsius, time 1 hour. Yields the product ClC1=CC=C2C(=N1)N(N=N2)CC=2SC1=C(C=NC=C1)N2 (5-Chloro-3-(thiazolo[4,5-c]pyridin-2-ylmethyl)-3H-[1,2,3]triazolo[4,5-b]pyridine). RXN SMILES: [N:1]([O-])=O.[Na+].[Cl:5][C:6]1[N:11]=[C:10]([NH:12][CH2:13][C:14]2[S:15][C:16]3[CH:21]=[CH:20][N:19]=[CH:18][C:17]=3[N:22]=2)[C:9]([NH2:23])=[CH:8][CH:7]=1.[OH-].[Na+]>O.CC(O)=O>[Cl:5][C:6]1[N:11]=[C:10]2[N:12]([CH2:13][C:14]3[S:15][C:16]4[CH:21]=[CH:20][N:19]=[CH:18][C:17]=4[N:22]=3)[N:1]=[N:23][C:9]2=[CH:8][CH:7]=1 |f:0.1,3.4|. Reported procedure: A solution of NaNO2 (42.5 mg, 0.62 mmol) in H2O (0.5 mL) was added dropwise to a solution of 6-chloro-N2-(thiazolo[4,5-c]pyridin-2-ylmethyl)pyridine-2,3-diamine (90 mg, 0.31 mmol) in AcOH (1 mL) and H2O (1 mL) at 0° C. The reaction solution was stirred at 0° C. for 1 h, then basified with 30% aqueous NaOH to pH ˜9. The resulting precipitate was collected by filtration to afford the title compound. MS (m/z): 303 (M+1)+.